From a dataset of the Open Reaction Database (ORD), a public repository of structured organic reaction records. describe an organic reaction: reactants, conditions, products, and yield Reactants: diethylacetal, BrCC=O (2-bromoacetaldehyde), CC(CCC(C)C)N (1,4-dimethylpentylamine), [OH-].[Na+] (sodium hydroxide). Run in O (water). Reaction conditions: temperature 100 celsius, time 30 minute. The product is diethylacetal, CC(CCC(C)C)NCC=O (2-(1,4-dimethylpentylamino)acetaldehyde). RXN SMILES: Br[CH2:2][CH:3]=[O:4].[CH3:5][CH:6]([NH2:12])[CH2:7][CH2:8][CH:9]([CH3:11])[CH3:10].[OH-].[Na+]>O>[CH3:5][CH:6]([NH:12][CH2:2][CH:3]=[O:4])[CH2:7][CH2:8][CH:9]([CH3:11])[CH3:10] |f:2.3|. Procedure: The diethylacetal of 2-bromoacetaldehyde (40 grams) and 1,4-dimethylpentylamine (50 grams) were charged into a glass reaction vessel equipped with a mechanical stirrer, thermometer and reflux condenser. The reaction mixture was heated at a temperature of about 100° C. for a period of about 3 hours. After this time sodium hydroxide (10 grams) dissolved in water (100 ml) was added and the resulting mixture stirred for about 30 minutes. The reaction mixture was then extracted with ether. The ether ... Reactants: OCCCCCCCCO, CN(C)CC(N)CC(=O)OCc1ccccc1, Cl, Cl, Fc1ccc(F)c(CBr)c1, OCCCCCCCCOCc1cc(F)ccc1F, O=C(O)CCCCCCCOCc1cc(F)ccc1F. The product is CN(C)CC(CC(=O)OCc1ccccc1)NC(=O)CCCCCCCOCc1cc(F)ccc1F. RXN SMILES: [CH2:1]([OH:2])[CH2:3][CH2:4][CH2:5][CH2:6][CH2:7][CH2:8][CH2:9][OH:10].[CH2:62]([c:63]1[cH:64][cH:65][cH:66][cH:67][cH:68]1)[O:69][C:70]([CH2:71][CH:72]([CH2:73][N:74]([CH3:75])[CH3:76])[NH2:77])=[O:78].[ClH:60].[ClH:61].[F:11][c:12]1[cH:13][cH:14][c:15]([F:16])[cH:17][c:18]1[CH2:19][Br:20].[F:21][c:22]1[c:23]([CH2:24][O:25][CH2:26][CH2:27][CH2:28][CH2:29][CH2:30][CH2:31][CH2:32][CH2:33][OH:34])[cH:35][c:36]([F:39])[cH:37][cH:38]1.[F:40][c:41]1[cH:42][cH:43][c:44]([F:45])[cH:46][c:47]1[CH2:48][O:49][CH2:50][CH2:51][CH2:52][CH2:53][CH2:54][CH2:55][CH2:56][C:57]([OH:58])=[O:59]>>[F:21][c:22]1[c:23]([CH2:24][O:25][CH2:26][CH2:27][CH2:28][CH2:29][CH2:30][CH2:31][CH2:32][C:33](=[O:34])[NH:77][CH:72]([CH2:71][C:70]([O:69][CH2:62][c:63]2[cH:64][cH:65][cH:66][cH:67][cH:68]2)=[O:78])[CH2:73][N:74]([CH3:75])[CH3:76])[cH:35][c:36]([F:39])[cH:37][cH:38]1. The reactants are C(C1=CC=CC=C1)C=1C=NC2=C(C=CC=C2C1Br)C(F)(F)F (3-benzyl-4-bromo-8-(trifluoromethyl)quinoline), OCC=1C=C(C=CC1)B(O)O (3-(hydroxymethyl)phenylboronic acid). The product is C(C1=CC=CC=C1)C=1C=NC2=C(C=CC=C2C1C=1C=C(C=CC1)CO)C(F)(F)F ({3-[3-BENZYL-8-(TRIFLUOROMETHYL)QUINOLIN-4-YL]PHENYL}METHANOL). As a reaction SMILES: [CH2:1]([C:8]1[CH:9]=[N:10][C:11]2[C:16]([C:17]=1Br)=[CH:15][CH:14]=[CH:13][C:12]=2[C:19]([F:22])([F:21])[F:20])[C:2]1[CH:7]=[CH:6][CH:5]=[CH:4][CH:3]=1.[OH:23][CH2:24][C:25]1[CH:26]=[C:27](B(O)O)[CH:28]=[CH:29][CH:30]=1>>[CH2:1]([C:8]1[CH:9]=[N:10][C:11]2[C:16]([C:17]=1[C:29]1[CH:30]=[C:25]([CH2:24][OH:23])[CH:26]=[CH:27][CH:28]=1)=[CH:15][CH:14]=[CH:13][C:12]=2[C:19]([F:22])([F:21])[F:20])[C:2]1[CH:7]=[CH:6][CH:5]=[CH:4][CH:3]=1. Procedure details: This compound was prepared using the procedure of Example 1, step 5 using (3-benzyl-4-bromo-8-(trifluoromethyl)quinoline in place of [4-chloro-8-(trifluoromethyl)quinolin-3-yl](phenyl)methanone and 3-(hydroxymethyl)phenylboronic acid in place of phenyl boronic acid; MS (ES) m/z 392.5. The reactants are OCCCBr, CC(=O)N1CCN(c2ccc(O)cc2)CC1, O=C([O-])[O-], ClCCl, CN(C)C=O, [K+], [K+], O. The product is CC(=O)N1CCN(c2ccc(OCCCO)cc2)CC1. RXN SMILES: [Br:17][CH2:18][CH2:19][CH2:20][OH:21].[C:1]([CH3:2])(=[O:3])[N:4]1[CH2:5][CH2:6][N:7]([c:10]2[cH:11][cH:12][c:13]([OH:16])[cH:14][cH:15]2)[CH2:8][CH2:9]1.[C:22](=[O:23])([O-:24])[O-:25].[CH2:34]([Cl:35])[Cl:36].[CH3:29][N:30]([CH3:31])[CH:32]=[O:33].[K+:26].[K+:27].[OH2:28]>>[C:1]([CH3:2])(=[O:3])[N:4]1[CH2:5][CH2:6][N:7]([c:10]2[cH:11][cH:12][c:13]([O:16][CH2:18][CH2:19][CH2:20][OH:21])[cH:14][cH:15]2)[CH2:8][CH2:9]1. Starting materials: C(C)OC(=O)C1=CNC(=C1)C1=NC(=NC=C1)N (5-(2-amino-pyrimidin-4-yl)-1H-pyrrole-3-carboxylic acid ethyl ester), IC1=C(C=C(C=C1)N1CCN(CC1)C)OC(F)(F)F (1-(4-iodo-3-trifluoromethoxy-phenyl)-4-methyl-piperazine), C([O-])([O-])=O.[Cs+].[Cs+] (cesium carbonate), CC1(C2=C(C(=CC=C2)P(C3=CC=CC=C3)C4=CC=CC=C4)OC5=C(C=CC=C51)P(C6=CC=CC=C6)C7=CC=CC=C7)C (Xantphos). Reagents/catalysts: C=1C=CC(=CC1)/C=C/C(=O)/C=C/C2=CC=CC=C2.C=1C=CC(=CC1)/C=C/C(=O)/C=C/C2=CC=CC=C2.C=1C=CC(=CC1)/C=C/C(=O)/C=C/C2=CC=CC=C2.[Pd].[Pd] (Pd2(dba)3). Run in O1CCOCC1 (dioxane). Conditions: temperature 80 celsius. The product is C(C)OC(=O)C1=CNC(=C1)C1=NC(=NC=C1)NC1=C(C=C(C=C1)N1CCN(CC1)C)OC(F)(F)F (5-{2-[4-(4-Methyl-piperazin-1-yl)-2-trifluoromethoxy-phenylamino]-pyrimidin-4-yl}-1H-pyrrole-3-carboxylic acid ethyl ester). Yield: 14.9%. RXN SMILES: [CH2:1]([O:3][C:4]([C:6]1[CH:10]=[C:9]([C:11]2[CH:16]=[CH:15][N:14]=[C:13]([NH2:17])[N:12]=2)[NH:8][CH:7]=1)=[O:5])[CH3:2].I[C:19]1[CH:24]=[CH:23][C:22]([N:25]2[CH2:30][CH2:29][N:28]([CH3:31])[CH2:27][CH2:26]2)=[CH:21][C:20]=1[O:32][C:33]([F:36])([F:35])[F:34].C(=O)([O-])[O-].[Cs+].[Cs+].CC1(C)C2C(=C(P(C3C=CC=CC=3)C3C=CC=CC=3)C=CC=2)OC2C(P(C3C=CC=CC=3)C3C=CC=CC=3)=CC=CC1=2>O1CCOCC1.C1C=CC(/C=C/C(/C=C/C2C=CC=CC=2)=O)=CC=1.C1C=CC(/C=C/C(/C=C/C2C=CC=CC=2)=O)=CC=1.C1C=CC(/C=C/C(/C=C/C2C=CC=CC=2)=O)=CC=1.[Pd].[Pd]>[CH2:1]([O:3][C:4]([C:6]1[CH:10]=[C:9]([C:11]2[CH:16]=[CH:15][N:14]=[C:13]([NH:17][C:19]3[CH:24]=[CH:23][C:22]([N:25]4[CH2:30][CH2:29][N:28]([CH3:31])[CH2:27][CH2:26]4)=[CH:21][C:20]=3[O:32][C:33]([F:34])([F:36])[F:35])[N:12]=2)[NH:8][CH:7]=1)=[O:5])[CH3:2] |f:2.3.4,7.8.9.10.11|. Procedure: To a solution of 5-(2-amino-pyrimidin-4-yl)-1H-pyrrole-3-carboxylic acid ethyl ester (400 mg, 1.72 mmol) in dioxane (40 mL), 1-(4-iodo-3-trifluoromethoxy-phenyl)-4-methyl-piperazine (732 mg, 1.90 mmol) and cesium carbonate (1.1 g, 3.45 mmol) were added and the flask was evacuated and backfilled with argon. [Pd2(dba)3] (158 mg, 0.17 mmol) and Xantphos (299 mg, 0.52 mmol) were then charged and the mixture was heated at 80° C. under argon for 16 hours. After cooling to room temperature, the reactio... Reactants: C(C)N(CC(=O)O)C1=CC=C(C=C1)F (ethyl N-(4-fluorophenyl)glycine), [Li+].[OH-] (LiOH), monohydrate. Solvent: C1CCOC1 (THF), O (water). Product: FC1=CC=C(C=C1)NCC(=O)O (N-(4-fluorophenyl)glycine). RXN SMILES: C([N:3]([C:8]1[CH:13]=[CH:12][C:11]([F:14])=[CH:10][CH:9]=1)[CH2:4][C:5]([OH:7])=[O:6])C.[Li+].[OH-]>C1COCC1.O>[F:14][C:11]1[CH:10]=[CH:9][C:8]([NH:3][CH2:4][C:5]([OH:7])=[O:6])=[CH:13][CH:12]=1 |f:1.2|. Procedure: To a solution of 21.3 g (108 mmole) of ethyl N-(4-fluorophenyl)glycine in THF (100 mL) under nitrogen was added LiOH (5.44 g (130 mmol) monohydrate in 25 mL water. After 15 h the mixture was concentrated to half the volume and acidified to pH 3 with HCl. The precipitated solid was collected and washed with water (100 mL) to afford the title compound.